This data is from the Open Reaction Database (ORD), a public repository of structured organic reaction records. The task is: describe an organic reaction: reactants, conditions, products, and yield Starting materials: Cl.Cl.ClC1=CC2=C(C=3C=NNC13)CN(C([C@@H](C2)CC(=O)O)=O)CC2=CC=NC=C2 ((S)-2-(4-Chloro-8-oxo-9-(pyridin-4-ylmethyl)-3,6,7,8,9,10-hexahydroazepino[3,4-e]indazol-7-yl)acetic acid dihydrochloride), Cl.FC=1C=CC=C2CN(C(NC12)=O)C1CCNCC1 (8-fluoro-3-(piperidin-4-yl)-3,4-dihydroquinazolin-2(1H)-one hydrochloride), ClC1=CC2=C(C=3C=NNC13)CN(C([C@@H](C2)CC(N2CCC(CC2)N2C(NC1=CC=CC=C1C2)=O)=O)=O)CC(C)(C)C (4-Chloro-9-(2,2-dimethyl-propyl)-7-(S)-{2-oxo-2-[4-(2-oxo-1,4-dihydro-2H-quinazolin-3-yl)-piperidin-1-yl]-ethyl}-6,7,9,10-tetrahydro-3H-2,3,9-triaza-cyclohepta[e]inden-8-one). Yields the product ClC1=CC2=C(C=3C=NNC13)CN(C([C@@H](C2)CC(=O)N2CCC(CC2)N2C(NC1=C(C=CC=C1C2)F)=O)=O)CC2=CC=NC=C2 ((S)-4-Chloro-7-(2-(4-(8-fluoro-2-oxo-1,2-dihydroquinazolin-3(4H)-yl)piperidin-1-yl)-2-oxoethyl)-9-(pyridin-4-ylmethyl)-6,7,9,10-tetrahydroazepino[3,4-e]indazol-8(3H)-one). Isolated yield 16.0%. Reaction SMILES: Cl.Cl.[Cl:3][C:4]1[C:12]2[NH:11][N:10]=[CH:9][C:8]=2[C:7]2[CH2:13][N:14]([CH2:23][C:24]3[CH:29]=[CH:28][N:27]=[CH:26][CH:25]=3)[C:15](=[O:22])[C@H:16]([CH2:18][C:19](O)=[O:20])[CH2:17][C:6]=2[CH:5]=1.Cl.[F:31][C:32]1[CH:33]=[CH:34][CH:35]=[C:36]2[C:41]=1[NH:40][C:39](=[O:42])[N:38]([CH:43]1[CH2:48][CH2:47][NH:46][CH2:45][CH2:44]1)[CH2:37]2.ClC1C2NN=CC=2C2CN(CC(C)(C)C)C(=O)[C@H](CC(=O)N3CCC(N4CC5C(=CC=CC=5)NC4=O)CC3)CC=2C=1>>[Cl:3][C:4]1[C:12]2[NH:11][N:10]=[CH:9][C:8]=2[C:7]2[CH2:13][N:14]([CH2:23][C:24]3[CH:25]=[CH:26][N:27]=[CH:28][CH:29]=3)[C:15](=[O:22])[C@H:16]([CH2:18][C:19]([N:46]3[CH2:45][CH2:44][CH:43]([N:38]4[CH2:37][C:36]5[C:41](=[C:32]([F:31])[CH:33]=[CH:34][CH:35]=5)[NH:40][C:39]4=[O:42])[CH2:48][CH2:47]3)=[O:20])[CH2:17][C:6]=2[CH:5]=1 |f:0.1.2,3.4|. Procedure details: (S)-2-(4-Chloro-8-oxo-9-(pyridin-4-ylmethyl)-3,6,7,8,9,10-hexahydroazepino[3,4-e]indazol-7-yl)acetic acid dihydrochloride (100 mg, 0.2 mmol) and 8-fluoro-3-(piperidin-4-yl)-3,4-dihydroquinazolin-2(1H)-one hydrochloride (61 mg, 0.2 mmol) were reacted in a manner analogous to the preparation of 4-Chloro-9-(2,2-dimethyl-propyl)-7-(S)-{2-oxo-2-[4-(2-oxo-1,4-dihydro-2H-quinazolin-3-yl)-piperidin-1-yl]-ethyl}-6,7,9,10-tetrahydro-3H-2,3,9-triaza-cyclohepta[e]inden-8-one. Title compound was obtained as ... The reactants are NC1=CC2=C(NC3=C(NC2=O)C=CC=C3)C=C1 (2-Amino-5,10-dihydro-dibenzo[b,e][1,4]diazepin-11-one), Br.C1(=CC=CC=C1)SC(=N)C=1SC=CC1 (thiophene-2-carboximidothioic acid phenyl ester hydrobromide). The solvent is CO (methanol). Run at time 4 hour. Yields the product Br.O=C1C2=C(NC3=C(N1)C=CC=C3)C=CC(=C2)NC(=N)C=2SC=CC2 (N-(11-Oxo-10,11-dihydro-5H-dibenzo[b,e][1,4]diazepin-2-yl)-thiophene-2-carboxamidine hydrobromide). As a reaction SMILES: [NH2:1][C:2]1[CH:17]=[CH:16][C:5]2[NH:6][C:7]3[CH:15]=[CH:14][CH:13]=[CH:12][C:8]=3[NH:9][C:10](=[O:11])[C:4]=2[CH:3]=1.[BrH:18].C1(S[C:26]([C:28]2[S:29][CH:30]=[CH:31][CH:32]=2)=[NH:27])C=CC=CC=1>CO>[BrH:18].[O:11]=[C:10]1[NH:9][C:8]2[CH:12]=[CH:13][CH:14]=[CH:15][C:7]=2[NH:6][C:5]2[CH:16]=[CH:17][C:2]([NH:1][C:26]([C:28]3[S:29][CH:30]=[CH:31][CH:32]=3)=[NH:27])=[CH:3][C:4]1=2 |f:1.2,4.5|. Procedure: 2-Amino-5,10-dihydro-dibenzo[b,e][1,4]diazepin-11-one (Example 6, 54 mg, 0.24 mmol) was dissolved in methanol (10 mL) and thiophene-2-carboximidothioic acid phenyl ester hydrobromide (79 mg, 0.26 mmol) added. The reaction was stirred at room temperature for 4 hr. The solvent was evaporated and the residue recrystallized from a mixture of methanol and ether to give a yellow solid. The solid was washed several times with ether (84 mg, 0.20, 84%). Starting materials: COC=1CCCCCN1 (caprolactim methyl ether), C(C1=CC=CC=C1)C#N (benzyl cyanide), N12CCCN=CC2CCCC1 (1,5-diazabicyclo [5.4.0]undec-5-ene). The product is C(#N)C(C1=CC=CC=C1)=C1NCCCCC1 (2-(α-cyanobenzylidene)perhydroazepine). The yield is 41.7%. As a reaction SMILES: CO[C:3]1[CH2:4][CH2:5][CH2:6][CH2:7][CH2:8][N:9]=1.[CH2:10]([C:17]#[N:18])[C:11]1[CH:16]=[CH:15][CH:14]=[CH:13][CH:12]=1.N12CCCCC1C=NCCC2>>[C:17]([C:10](=[C:3]1[CH2:4][CH2:5][CH2:6][CH2:7][CH2:8][NH:9]1)[C:11]1[CH:16]=[CH:15][CH:14]=[CH:13][CH:12]=1)#[N:18]. Reported procedure: Stir 8.1 g of caprolactim methyl ether and 5.0 g of benzyl cyanide with 0.6 g of 1,5-diazabicyclo [5.4.0]undec-5-ene under nitrogen for 48 hours at 130°; distil off any excess benzyl cyanide under a high vacuum, and rub down the thus-produced residue with a little methyl alcohol before filtering to obtain 3.78 g of the title compound. Recrystallize from methyl alcohol to obtain a purer product, MP 108° to 113°. Reactants: N1CCC(CC1)N1C=CC2=CC=CC=C12 (1-(piperidin-4-yl)-indole), C([O-])([O-])=O.[K+].[K+] (potassium carbonate), BrCCCCl (1-bromo-3-chloropropane), BrCCCCl (1-bromo-3-chloropropane). The solvent is C(C)O (ethanol). Reaction conditions: time 2 hour. Product: ClCCCN1CCC(CC1)N1C=CC2=CC=CC=C12 (1-N-[1-N-(3-chloropropyl)-piperidin-4-yl]-indole). The yield is 65.0%. RXN SMILES: [NH:1]1[CH2:6][CH2:5][CH:4]([N:7]2[C:15]3[C:10](=[CH:11][CH:12]=[CH:13][CH:14]=3)[CH:9]=[CH:8]2)[CH2:3][CH2:2]1.C(=O)([O-])[O-].[K+].[K+].Br[CH2:23][CH2:24][CH2:25][Cl:26]>C(O)C>[Cl:26][CH2:25][CH2:24][CH2:23][N:1]1[CH2:6][CH2:5][CH:4]([N:7]2[C:15]3[C:10](=[CH:11][CH:12]=[CH:13][CH:14]=3)[CH:9]=[CH:8]2)[CH2:3][CH2:2]1 |f:1.2.3|. Procedure: To a solution of 1-(piperidin-4-yl)-indole (100 mg, 0.5 mmol) in absolute ethanol (2 mL) was added anhydrous potassium carbonate (70 mg, 0.5 mmol) and 1-bromo-3-chloropropane (150 mg, 1 mmol). After stirring overnight additional 1-bromo-3-chloropropane (150 mg) was added and stirring continued for 2 hours. The mixture was evaporated; and the residue dissolved in methylene chloride and shaken with water. The organic solution was dried over anhydrous potassium carbonate and evaporated. The residue... Starting materials: FC([C@H](C)[C@@H]1NC(OC1)=O)F ((S)-4-((R)-1,1-difluoropropan-2-yl)oxazolidin-2-one), FC1=NC=CC(=N1)F (2,4-difluoropyrimidine), [H-].[Na+] (sodium hydride), sodium chloride ice, [H-].[Na+] (sodium hydride), [H-].[Na+] (sodium hydride). The solvent is C(C)OC(C)=O (ethylacetate), CN(C)C=O (DMF), [Cl-].[Na+].O.O (brine water), C(C)OC(C)=O (ethylacetate), [Cl-].[Na+].O.O (brine water). Run at temperature 5 celsius, time 30 minute. The product is FC([C@H](C)[C@@H]1N(C(OC1)=O)C1=NC(=NC=C1)F)F ((S)-4-((R)-1,1-difluoropropan-2-yl)-3-(2-fluoropyrimidin-4-yl)oxazolidin-2-one). The yield is 58.7%. Reaction SMILES: [F:1][CH:2]([F:11])[C@@H:3]([C@H:5]1[CH2:9][O:8][C:7](=[O:10])[NH:6]1)[CH3:4].[F:12][C:13]1[N:18]=[C:17](F)[CH:16]=[CH:15][N:14]=1.[H-].[Na+]>CN(C=O)C.C(OC(=O)C)C.[Cl-].[Na+].O.O>[F:11][CH:2]([F:1])[C@@H:3]([C@H:5]1[CH2:9][O:8][C:7](=[O:10])[N:6]1[C:15]1[CH:16]=[CH:17][N:18]=[C:13]([F:12])[N:14]=1)[CH3:4] |f:2.3,6.7.8.9|. Reported procedure: To a solution of (S)-4-((R)-1,1-difluoropropan-2-yl)oxazolidin-2-one (223 mg, 1.35 mmol) and 2,4-difluoropyrimidine (157 mg, 1.35 mmol) in DMF (4.09 mL) was added sodium hydride (60% wt.; 70.2 mg) in three portions at <0° C. (sodium chloride/ice). After the first portion of sodium hydride the mixture was stirred for ˜5 min. The remaining two portions of sodium hydride were added over ˜5 min and stirring was continued for 30 min. The mixture was diluted with ethylacetate (10 mL), stirred for 5 mi... The product is FC=1C=C(C=NC1OC)CO ((5-fluoro-6-methoxypyridin-3-yl)methanol). Conditions: time 30 minute. The solvent is O1CCCC1 (tetrahydrofuran), O1CCCC1 (tetrahydrofuran). Reaction SMILES: [H-].[Al+3].[Li+].[H-].[H-].[H-].[F:7][C:8]1[C:9]([O:18][CH3:19])=[N:10][CH:11]=[C:12]([CH:17]=1)[C:13](OC)=[O:14].C(=O)([O-])O.[Na+]>O1CCCC1>[F:7][C:8]1[CH:17]=[C:12]([CH2:13][OH:14])[CH:11]=[N:10][C:9]=1[O:18][CH3:19] |f:0.1.2.3.4.5,7.8|. Reported procedure: To a suspension of 0.24 g of lithium aluminum hydride in 6 mL of tetrahydrofuran, a solution of 0.58 g of methyl 5-fluoro-6-methoxynicotinate in 3.5 mL of tetrahydrofuran was dropped under cooling with ice. After warming to room temperature, the mixture was stirred for 30 minutes. Thereto was dropped a saturated aqueous sodium hydrogen carbonate solution under cooling with ice, after stirring for 10 minutes, the reaction mixture was filtered through celite, and the filtration residue was washed ... Yield: 111.7%. Reactants: FC=1C(=NC=C(C(=O)OC)C1)OC (methyl 5-fluoro-6-methoxynicotinate), [H-].[Al+3].[Li+].[H-].[H-].[H-] (lithium aluminum hydride), C(O)([O-])=O.[Na+] (sodium hydrogen carbonate). Reaction SMILES: [CH:1]1([O:12][CH:13]2[CH:14]([OH:55])[CH:15]([OH:54])[CH:16]([O:17][CH2:18][CH:19]([CH2:20][S:21](=[O:22])(=[O:23])[CH2:24][CH2:25][CH2:26][CH2:27][CH2:28][CH2:29][CH2:30][CH2:31][CH2:32][CH2:33][C:34](=[O:35])[O:36][CH3:37])[CH2:38][S:39](=[O:40])(=[O:41])[CH2:42][CH2:43][CH2:44][CH2:45][CH2:46][CH2:47][CH2:48][CH3:49])[O:50][CH:51]2[CH2:52][OH:53])[CH:2]([OH:3])[CH:4]([OH:5])[CH:6]([OH:7])[CH:8]([CH2:10][OH:11])[O:9]1.[Na+:57].[OH-:56]>>[CH:1]1([O:12][CH:13]2[CH:14]([OH:55])[CH:15]([OH:54])[CH:16]([O:17][CH2:18][CH:19]([CH2:20][S:21](=[O:22])(=[O:23])[CH2:24][CH2:25][CH2:26][CH2:27][CH2:28][CH2:29][CH2:30][CH2:31][CH2:32][CH2:33][C:34](=[O:35])[OH:36])[CH2:38][S:39](=[O:40])(=[O:41])[CH2:42][CH2:43][CH2:44][CH2:45][CH2:46][CH2:47][CH2:48][CH3:49])[O:50][CH:51]2[CH2:52][OH:53])[CH:2]([OH:3])[CH:4]([OH:5])[CH:6]([OH:7])[CH:8]([CH2:10][OH:11])[O:9]1. Product: CCCCCCCCS(=O)(=O)CC(COC1OC(CO)C(OC2OC(CO)C(O)C(O)C2O)C(O)C1O)CS(=O)(=O)CCCCCCCCCCC(=O)O. Reactants: CCCCCCCCS(=O)(=O)CC(COC1OC(CO)C(OC2OC(CO)C(O)C(O)C2O)C(O)C1O)CS(=O)(=O)CCCCCCCCCCC(=O)OC, [Na+], [OH-]. The reactants are COc1ccc(C2(CCS(C)(=O)=O)CCN(C(=O)c3ccccc3)C2)cc1OC, O=C([O-])O, ClCCl, OC1(c2nc3ccccc3n2Cc2ccc(F)cc2)CCNCC1, [Na+], C1CCOC1, O. Product: COc1ccc(C2(CCN3CCC(O)(c4nc5ccccc5n4Cc4ccc(F)cc4)CC3)CCN(C(=O)c3ccccc3)C2)cc1OC. Reaction SMILES: [C:1]([c:2]1[cH:3][cH:4][cH:5][cH:6][cH:7]1)(=[O:8])[N:9]1[CH2:10][C:11]([CH2:14][CH2:15][S:16]([CH3:17])(=[O:18])=[O:19])([c:20]2[cH:21][c:22]([O:28][CH3:29])[c:23]([O:26][CH3:27])[cH:24][cH:25]2)[CH2:12][CH2:13]1.[C:54](=[O:55])([OH:56])[O-:57].[Cl:59][CH2:60][Cl:61].[F:30][c:31]1[cH:32][cH:33][c:34]([CH2:35][n:36]2[c:37]([C:45]3([OH:51])[CH2:46][CH2:47][NH:48][CH2:49][CH2:50]3)[n:38][c:39]3[c:40]2[cH:41][cH:42][cH:43][cH:44]3)[cH:52][cH:53]1.[Na+:58].[O:63]1[CH2:64][CH2:65][CH2:66][CH2:67]1.[OH2:62]>>[C:1]([c:2]1[cH:3][cH:4][cH:5][cH:6][cH:7]1)(=[O:8])[N:9]1[CH2:10][C:11]([CH2:14][CH2:15][N:48]2[CH2:47][CH2:46][C:45]([c:37]3[n:36]([CH2:35][c:34]4[cH:33][cH:32][c:31]([F:30])[cH:53][cH:52]4)[c:40]4[c:39]([n:38]3)[cH:44][cH:43][cH:42][cH:41]4)([OH:51])[CH2:50][CH2:49]2)([c:20]2[cH:21][c:22]([O:28][CH3:29])[c:23]([O:26][CH3:27])[cH:24][cH:25]2)[CH2:12][CH2:13]1.